From a dataset of the Open Reaction Database (ORD), a public repository of structured organic reaction records. describe an organic reaction: reactants, conditions, products, and yield Starting materials: C1CCOC1, C[Si](C)(C)[N-][Si](C)(C)C, O=Cc1ccc(Cl)cc1, [Li+], CC(C)(O)C#N. The product is N#CC(N)c1ccc(Cl)cc1. As a reaction SMILES: [CH2:26]1[O:27][CH2:28][CH2:29][CH2:30]1.[CH3:1][Si:2]([N-:5][Si:3]([CH3:4])([CH3:6])[CH3:7])([CH3:8])[CH3:9].[Cl:11][c:12]1[cH:13][cH:14][c:15]([CH:16]=[O:17])[cH:18][cH:19]1.[Li+:10].[OH:20][C:21]([C:22]#[N:23])([CH3:24])[CH3:25]>>[NH2:5][CH:16]([c:15]1[cH:14][cH:13][c:12]([Cl:11])[cH:19][cH:18]1)[C:22]#[N:23]. Starting materials: ClC=1C2=C(N=C(N1)NC(CO)CO)N(C(C=C2)=O)C2=C(C=CC=C2F)F (4-Chloro-8-(2,6-difluorophenyl)-2-{[2-hydroxy-1-(hydroxymethyl)ethyl]-amino}pyrido[2,3-d]pyrimidin-7(8H)-one), C1(CC1)NC(C1=CC(=C(C(=C1)B1OC(C(O1)(C)C)(C)C)C)F)=O (N-cyclopropyl-3-fluoro-4-methyl-5-(4,4,5,5-tetramethyl-1,3,2-dioxaborolan-2-yl)benzamide), C(=O)([O-])[O-].[K+].[K+] (K2CO3), tetrakis triphenyl phosphine palladium. The solvent is O1CCOCC1.O (dioxane water). Run at temperature 100 celsius. Product: C1(CC1)NC(C1=CC(=C(C(=C1)F)C)C=1C2=C(N=C(N1)NC(CO)CO)N(C(C=C2)=O)C2=C(C=CC=C2F)F)=O (N-cyclopropyl-3-(8-(2,6-difluorophenyl)-2-{[2-hydroxy-1-(hydroxymethyl)ethyl]amino}-7-oxo-7,8-dihydropyrido[2,3-d]pyrimidin-4-yl)-5-fluoro-4-methylbenzamide). The yield is 9.8%. Reaction SMILES: Cl[C:2]1[C:3]2[CH:17]=[CH:16][C:15](=[O:18])[N:14]([C:19]3[C:24]([F:25])=[CH:23][CH:22]=[CH:21][C:20]=3[F:26])[C:4]=2[N:5]=[C:6]([NH:8][CH:9]([CH2:12][OH:13])[CH2:10][OH:11])[N:7]=1.[CH:27]1([NH:30][C:31](=[O:49])[C:32]2[CH:37]=[C:36](B3OC(C)(C)C(C)(C)O3)[C:35]([CH3:47])=[C:34]([F:48])[CH:33]=2)[CH2:29][CH2:28]1.C([O-])([O-])=O.[K+].[K+]>O1CCOCC1.O>[CH:27]1([NH:30][C:31](=[O:49])[C:32]2[CH:33]=[C:34]([F:48])[C:35]([CH3:47])=[C:36]([C:2]3[C:3]4[CH:17]=[CH:16][C:15](=[O:18])[N:14]([C:19]5[C:24]([F:25])=[CH:23][CH:22]=[CH:21][C:20]=5[F:26])[C:4]=4[N:5]=[C:6]([NH:8][CH:9]([CH2:12][OH:13])[CH2:10][OH:11])[N:7]=3)[CH:37]=2)[CH2:28][CH2:29]1 |f:2.3.4,5.6|. Reported procedure: 4-Chloro-8-(2,6-difluorophenyl)-2-{[2-hydroxy-1-(hydroxymethyl)ethyl]-amino}pyrido[2,3-d]pyrimidin-7(8H)-one (0.056 g, 0.17 mmol), N-cyclopropyl-3-fluoro-4-methyl-5-(4,4,5,5-tetramethyl-1,3,2-dioxaborolan-2-yl)benzamide (0.065 g, 0.17 mmol), K2CO3 (0.07 g, 0.51 mmol) and tetrakis triphenyl phosphine palladium (10 mg, 0.05 eq) are dissolved in dioxane/water (3:1, 10 mL) and heated to about 100° C. for about 3 h. The mixture is concentrated and purified via reverse phase HPLC to afford the title c... Procedure: A mixture of 3-(3-oxo-2,3-dihydropyridazin-6-yl)-2-phenylpyrazolo[1,5-a]pyridine (2.25 g), 1-methyl-1,2-epoxycyclohexane (1.31 g), benzyltrimethylammonium chloride (178 mg), 1N aqueous sodium hydroxide (7.8 ml), water (17 ml), and toluene was heated to reflux for 8 hours and 20 minutes. After the reaction mixture was cooled to room temperature, the precipitates were collected by filtration, washed with water, and dried. The crude material was purified by column chromatography on silica gel (CH2C... RXN SMILES: [O:1]=[C:2]1[CH:7]=[CH:6][C:5]([C:8]2[C:9]([C:17]3[CH:22]=[CH:21][CH:20]=[CH:19][CH:18]=3)=[N:10][N:11]3[CH:16]=[CH:15][CH:14]=[CH:13][C:12]=23)=[N:4][NH:3]1.[CH3:23][C:24]12[O:30][CH:25]1[CH2:26][CH2:27][CH2:28][CH2:29]2.[OH-].[Na+].O>[Cl-].C([N+](C)(C)C)C1C=CC=CC=1.C1(C)C=CC=CC=1>[OH:30][C@:24]1([CH3:23])[CH2:29][CH2:28][CH2:27][CH2:26][C@H:25]1[N:3]1[C:2](=[O:1])[CH:7]=[CH:6][C:5]([C:8]2[C:9]([C:17]3[CH:22]=[CH:21][CH:20]=[CH:19][CH:18]=3)=[N:10][N:11]3[CH:16]=[CH:15][CH:14]=[CH:13][C:12]=23)=[N:4]1 |f:2.3,5.6|. The product is O[C@]1([C@@H](CCCC1)N1N=C(C=CC1=O)C=1C(=NN2C1C=CC=C2)C2=CC=CC=C2)C (3-[2-{(1R*,2R*)-2-hydroxy-2-methylcyclohexyl}-3-oxo-2,3-dihydropyridazin-6-yl]-2-phenylpyrazolo[1,5-a]-pyridine). Reagents/catalysts: [Cl-].C(C1=CC=CC=C1)[N+](C)(C)C (benzyltrimethylammonium chloride). The reactants are O=C1NN=C(C=C1)C=1C(=NN2C1C=CC=C2)C2=CC=CC=C2 (3-(3-oxo-2,3-dihydropyridazin-6-yl)-2-phenylpyrazolo[1,5-a]pyridine), CC12C(CCCC1)O2 (1-methyl-1,2-epoxycyclohexane), [OH-].[Na+] (sodium hydroxide), O (water). Yield: 6.0%. Solvent: C1(=CC=CC=C1)C (toluene).